Task: describe an organic reaction: reactants, conditions, products, and yield. Dataset: the Open Reaction Database (ORD), a public repository of structured organic reaction records Starting materials: C(C)(=O)OC1=C(C=C(C=C1C(C)(C)C)C(C)NO)C(C)(C)C (2,6-bis (1,1-dimethylethyl) -4- [1- (hydroxyamino) ethyl ]phenol acetate), CN=C=S (methyl isothiocyanate), white solid. Reaction conditions: time 18 hour. The product is CC(C)(C)C=1C=C(C=C(C1O)C(C)(C)C)C(C)N(C(=S)NC)O (N-[1-[3,5-Bis(1,1-dimethylethyl)-4-hydroxyphenyl]-ethyl]-N-hydroxy-N'-methylthiourea). As a reaction SMILES: C([O:4][C:5]1[C:10]([C:11]([CH3:14])([CH3:13])[CH3:12])=[CH:9][C:8]([CH:15]([NH:17][OH:18])[CH3:16])=[CH:7][C:6]=1[C:19]([CH3:22])([CH3:21])[CH3:20])(=O)C.[CH3:23][N:24]=[C:25]=[S:26]>>[CH3:21][C:19]([C:6]1[CH:7]=[C:8]([CH:15]([N:17]([OH:18])[C:25]([NH:24][CH3:23])=[S:26])[CH3:16])[CH:9]=[C:10]([C:11]([CH3:13])([CH3:12])[CH3:14])[C:5]=1[OH:4])([CH3:22])[CH3:20]. Procedure: To a solution of 0.500 g (0.0016 mole) of 2,6-bis (1,1-dimethylethyl) -4- [1- (hydroxyamino) ethyl ]phenol acetate is added 0.128 g (0.00175) of methyl isothiocyanate. The reaction mixture is stirred at room temperature for 18 hours and evaporated to near dryness. The residue is washed with Et2O and there is obtained 0. 300 g (55% ) white solid, m.p. 175°-175.5° C. Starting materials: BrCC1=C(C(=O)OCC)C=CN=C1Cl (ethyl 3-(bromomethyl)-2-chloroisonicotinate), Cl.ClC=1C=C(C=NC1COCC(F)(F)F)C(C)N (1-(5-chloro-6-((2,2,2-trifluoroethoxy)methyl)pyridin-3-yl)ethanamine hydrochloride). Product: ClC1=NC=CC2=C1CN(C2=O)C(C)C=2C=NC(=C(C2)Cl)COCC(F)(F)F (4-chloro-2-(1-(5-chloro-6-((2,2,2-trifluoroethoxy)methyl)pyridin-3-yl)ethyl)-2,3-dihydro-1H-pyrrolo[3,4-c]pyridin-1-one). Isolated yield 44.0%. As a reaction SMILES: Br[CH2:2][C:3]1[C:13]([Cl:14])=[N:12][CH:11]=[CH:10][C:4]=1[C:5]([O:7]CC)=O.Cl.[Cl:16][C:17]1[CH:18]=[C:19]([CH:30]([NH2:32])[CH3:31])[CH:20]=[N:21][C:22]=1[CH2:23][O:24][CH2:25][C:26]([F:29])([F:28])[F:27]>>[Cl:14][C:13]1[C:3]2[CH2:2][N:32]([CH:30]([C:19]3[CH:20]=[N:21][C:22]([CH2:23][O:24][CH2:25][C:26]([F:28])([F:29])[F:27])=[C:17]([Cl:16])[CH:18]=3)[CH3:31])[C:5](=[O:7])[C:4]=2[CH:10]=[CH:11][N:12]=1 |f:1.2|. Reported procedure: The title compound is prepared in 44% yield (240 mg, pale brown solid) from ethyl 3-(bromomethyl)-2-chloroisonicotinate (370 mg, 1.3 mmol, Step-1 of Intermediate-1) and 1-(5-chloro-6-((2,2,2-trifluoroethoxy)methyl)pyridin-3-yl)ethanamine hydrochloride (450 mg, 1.3 mmol, Amine-65, single enantiomer) in a similar manner to Intermediate-2. The reactants are CC(=O)N1CC(OC(c2ccccc2)(c2ccccc2)c2ccccc2)C1, CCOC(C)=O, CO, CCOC(C)=O, Cl, [Na+], [OH-]. Product: c1ccc(C(OC2CNC2)(c2ccccc2)c2ccccc2)cc1, Cl. As a reaction SMILES: [C:1]([c:2]1[cH:3][cH:4][cH:5][cH:6][cH:7]1)([c:8]1[cH:9][cH:10][cH:11][cH:12][cH:13]1)([c:14]1[cH:15][cH:16][cH:17][cH:18][cH:19]1)[O:20][CH:21]1[CH2:22][N:23]([C:25](=[O:26])[CH3:27])[CH2:24]1.[C:30]([O:31][CH2:32][CH3:33])(=[O:34])[CH3:35].[CH3:37][OH:38].[CH3:39][CH2:40][O:41][C:42](=[O:43])[CH3:44].[ClH:36].[Na+:29].[OH-:28]>>[C:1]([c:2]1[cH:3][cH:4][cH:5][cH:6][cH:7]1)([c:8]1[cH:9][cH:10][cH:11][cH:12][cH:13]1)([c:14]1[cH:15][cH:16][cH:17][cH:18][cH:19]1)[O:20][CH:21]1[CH2:22][NH:23][CH2:24]1.[ClH:36]. Reactants: CC1=CC(=O)OC2=C1C=CC(=C2)O[C@H]3[C@@H]([C@H]([C@@H]([C@H](O3)CO)O)O)O (4-methylumbelliferyl-β-D-glucopyranoside), CCC(CC)COC(C1=CC=CC=C1)(C2=CC=CC=C2)C(=O)N(C)CC[NH+](C)C.[Cl-] (X-100), C[C@H](CCC(=O)NCCS(=O)(=O)[O-])[C@H]1CC[C@@H]2[C@@]1([C@H](C[C@H]3[C@H]2[C@@H](C[C@H]4[C@@]3(CC[C@H](C4)O)C)O)O)C.[Na+] (sodium taurocholate), CC1=CC(=O)OC2=C1C=CC(=C2)O[C@H]3[C@@H]([C@H]([C@@H]([C@H](O3)CO)O)O)O (4MU-glc), P(=O)(O)(O)O.C(CC(O)(C(=O)O)CC(=O)O)(=O)O (citrate phosphate). Run in mixture. Reaction conditions: time 30 minute. Product: CC1=CC(=O)OC2=C1C=CC(=C2)O (4-methylumbelliferone). As a reaction SMILES: [CH3:1][C:2]1[C:8]2[CH:9]=[CH:10][C:11]([O:13][C@@H]3O[C@H](CO)[C@@H](O)[C@H](O)[C@H]3O)=[CH:12][C:7]=2[O:6][C:4](=[O:5])[CH:3]=1.P(O)(O)(O)=O.C(O)(=O)CC(CC(O)=O)(C(O)=O)O.CCC(COC(C(N(CC[NH+](C)C)C)=O)(C1C=CC=CC=1)C1C=CC=CC=1)CC.[Cl-].C[C@@H]([C@@H]1[C@@]2(C)[C@@H](O)C[C@@H]3[C@@]4(C)CC[C@@H](O)C[C@H]4C[C@@H](O)[C@H]3[C@@H]2CC1)CCC(NCCS([O-])(=O)=O)=O.[Na+]>>[CH3:1][C:2]1[C:8]2[CH:9]=[CH:10][C:11]([OH:13])=[CH:12][C:7]=2[O:6][C:4](=[O:5])[CH:3]=1 |f:1.2,3.4,5.6|. Procedure details: GC enzymatic activity was measured by the method of Ohashi, T., et al., J. Biol Chem. 266:3661 (1991), the disclosure of which is incorporated herein by reference, with the synthetic fluorogenic substrate 4-methylumbelliferyl-β-D-glucopyranoside (4MU-glc) (Sigma, St. Louis, Mo.). The reaction mixture (200 μl) contained 5 mM 4MU-glc, 0.1M citrate phosphate buffer (pH 5.4), 2.1 mM Triton X-100, 0.1% bovine serum albumin, and 3.5 mM sodium taurocholate. After incubation of each cell lysate with the... The reactants are NC1=C(N=C(S1)C1=CC=C(C=C1)C(C)(C)O)C(=O)N (5-Amino-2-[4-(1-hydroxy-1-methylethyl)phenyl]-1,3-thiazole-4-carboxamide), BrC1=CC=CC(=N1)C(CO)N1CCS(CC1)(=O)=O (2-(6-Bromopyridin-2-yl)-2-(1,1-dioxidothiomorpholin-4-yl)ethanol), CC(C)C1=CC(=C(C(=C1)C(C)C)C2=C(C=CC=C2)P(C3CCCCC3)C4CCCCC4)C(C)C (X-PHOS), C([O-])([O-])=O.[K+].[K+] (potassium carbonate). Reagents/catalysts: C=1C=CC(=CC1)/C=C/C(=O)/C=C/C2=CC=CC=C2.C=1C=CC(=CC1)/C=C/C(=O)/C=C/C2=CC=CC=C2.C=1C=CC(=CC1)/C=C/C(=O)/C=C/C2=CC=CC=C2.[Pd].[Pd] (Pd2(dba)3). Reaction conditions: time 8 hour. Product: O=S1(CCN(CC1)C(CO)C1=CC=CC(=N1)NC1=C(N=C(S1)C1=CC=C(C=C1)C(C)(C)O)C(=O)N)=O (5-({6-[1-(1,1-Dioxidothiomorpholin-4-yl)-2-hydroxyethyl]pyridin-2-yl}amino)-2-[4-(1-hydroxy-1-methylethyl)phenyl]-1,3-thiazole-4-carboxamide). Reaction SMILES: [NH2:1][C:2]1[S:6][C:5]([C:7]2[CH:12]=[CH:11][C:10]([C:13]([OH:16])([CH3:15])[CH3:14])=[CH:9][CH:8]=2)=[N:4][C:3]=1[C:17]([NH2:19])=[O:18].CC(C1C=C(C(C)C)C(C2C=CC=CC=2P(C2CCCCC2)C2CCCCC2)=C(C(C)C)C=1)C.C(=O)([O-])[O-].[K+].[K+].Br[C:61]1[N:66]=[C:65]([CH:67]([N:70]2[CH2:75][CH2:74][S:73](=[O:77])(=[O:76])[CH2:72][CH2:71]2)[CH2:68][OH:69])[CH:64]=[CH:63][CH:62]=1>C1C=CC(/C=C/C(/C=C/C2C=CC=CC=2)=O)=CC=1.C1C=CC(/C=C/C(/C=C/C2C=CC=CC=2)=O)=CC=1.C1C=CC(/C=C/C(/C=C/C2C=CC=CC=2)=O)=CC=1.[Pd].[Pd]>[O:77]=[S:73]1(=[O:76])[CH2:72][CH2:71][N:70]([CH:67]([C:65]2[N:66]=[C:61]([NH:1][C:2]3[S:6][C:5]([C:7]4[CH:8]=[CH:9][C:10]([C:13]([OH:16])([CH3:15])[CH3:14])=[CH:11][CH:12]=4)=[N:4][C:3]=3[C:17]([NH2:19])=[O:18])[CH:62]=[CH:63][CH:64]=2)[CH2:68][OH:69])[CH2:75][CH2:74]1 |f:2.3.4,6.7.8.9.10|. Reported procedure: A sealed tube was charged with a stir bar, 5-amino-2-[4-(1-hydroxy-1-methylethyl)phenyl]-1,3-thiazole-4-carboxamide (Example 5, Step 3) (75 mg, 0.27 mmol), Pd2(dba)3 (7.4 mg, 8.1 μmol), X-PHOS (19.3 mg, 0.04 mmol), and potassium carbonate (41 mg, 0.30 mmol). The tube was evacuated and backfilled with argon 3×. 2-(6-Bromopyridin-2-yl)-2-(1,1-dioxidothiomorpholin-4-yl)ethanol (92 mg, 0.28 mmol) was placed in a separate vial which was also evacuated and backfilled with argon 3×. Fully degassed tert... Starting materials: C(#N)CCSCC=1N=C(SC1)N=C(N)N (N"-[4[[(2-cyanoethyl)thio]methyl]-2-thiazolyl]-guanidine), Cl (hydrogen chloride), C=O (methanal). Yields the product NC(N)=NC=1SC=C(N1)CSCCC(OC)=N (methyl 3-[[[2-[(diaminomethylene)amino]-4-thiazolyl]-methyl]thio]propionimidate). RXN SMILES: [C:1]([CH2:3][CH2:4][S:5][CH2:6][C:7]1[N:8]=[C:9]([N:12]=[C:13]([NH2:15])[NH2:14])[S:10][CH:11]=1)#[N:2].Cl.[CH2:17]=[O:18]>>[NH2:15][C:13](=[N:12][C:9]1[S:10][CH:11]=[C:7]([CH2:6][S:5][CH2:4][CH2:3][C:1](=[NH:2])[O:18][CH3:17])[N:8]=1)[NH2:14]. Reported procedure: reacting the compound produced in step (b) with hydrogen chloride and methanal to obtain the compound methyl 3-[[[2-[(diaminomethylene)amino]-4-thiazolyl]-methyl]thio]propionimidate isolating and drying said compound; and